From a dataset of the Open Reaction Database (ORD), a public repository of structured organic reaction records. describe an organic reaction: reactants, conditions, products, and yield Starting materials: ice water, [H-].[Na+] (sodium hydride), S(=O)(=O)(OC)OC (dimethyl sulfate), OC1=C(C(OC(=C1)C)=O)C(C=CC1=CC(=C(C=C1)OC(F)(F)F)Cl)=O (4-hydroxy-3-[3-[3-chloro-4-(trifluoromethoxy)phenyl]-1-oxo-2-propenyl]-6-methyl-2H-pyran-2-one). Run in CN(P(=O)(N(C)C)N(C)C)C (hexamethylphosphoramide). Product: COC1=C(COC(=C1)C)C(C=CC1=CC(=C(C=C1)OC(F)(F)F)Cl)=O (4-methoxy-3-[3-[3-chloro-4-(trifluoromethoxy)phenyl]-1-oxo-2-propenyl]-6-methyl-2H-pyran). Procedure details: In 4 ml of hexamethylphosphoramide was dissolved 0.33 g of 4-hydroxy-3-[3-[3-chloro-4-(trifluoromethoxy)phenyl]-1-oxo-2-propenyl]-6-methyl-2H-pyran-2-one, to this solution was added 50 mg of sodium hydride (60% oily), and the mixture was stirred at room temperature for 30 minutes. Then, 0.2 ml of dimethyl sulfate was added, and the mixture was stirred at 65° C. for 1 hour, and at room temperature overnight. Thereafter, the reaction mixture was added to ice water, and this was extracted with ethy... Reaction SMILES: [OH:1][C:2]1[CH:7]=[C:6]([CH3:8])[O:5][C:4](=O)[C:3]=1[C:10](=[O:25])[CH:11]=[CH:12][C:13]1[CH:18]=[CH:17][C:16]([O:19][C:20]([F:23])([F:22])[F:21])=[C:15]([Cl:24])[CH:14]=1.[H-].[Na+].S(OC)(O[CH3:32])(=O)=O>CN(C)P(N(C)C)(N(C)C)=O>[CH3:32][O:1][C:2]1[CH:7]=[C:6]([CH3:8])[O:5][CH2:4][C:3]=1[C:10](=[O:25])[CH:11]=[CH:12][C:13]1[CH:18]=[CH:17][C:16]([O:19][C:20]([F:23])([F:22])[F:21])=[C:15]([Cl:24])[CH:14]=1 |f:1.2|. Reaction conditions: time 30 minute. Starting materials: C(C1=CC=CC=C1)OC1=C(C=CC=C1)CCN(CC)C1=CC=C(C(=O)OCC)C=C1 (Ethyl 4-[N-(2-(2-benzyloxyphenyl)ethyl)-N-ethylamino]benzoate), [OH-].[Na+] (sodium hydroxide). Run in CO (methanol), O1CCCC1 (tetrahydrofuran). Product: C(C1=CC=CC=C1)OC1=C(C=CC=C1)CCN(CC)C1=CC=C(C(=O)O)C=C1 (4-[N-(2-(2-Benzyloxyphenyl)ethyl)-N-ethylamino]benzoic acid). RXN SMILES: [CH2:1]([O:8][C:9]1[CH:14]=[CH:13][CH:12]=[CH:11][C:10]=1[CH2:15][CH2:16][N:17]([C:20]1[CH:30]=[CH:29][C:23]([C:24]([O:26]CC)=[O:25])=[CH:22][CH:21]=1)[CH2:18][CH3:19])[C:2]1[CH:7]=[CH:6][CH:5]=[CH:4][CH:3]=1.[OH-].[Na+]>CO.O1CCCC1>[CH2:1]([O:8][C:9]1[CH:14]=[CH:13][CH:12]=[CH:11][C:10]=1[CH2:15][CH2:16][N:17]([C:20]1[CH:21]=[CH:22][C:23]([C:24]([OH:26])=[O:25])=[CH:29][CH:30]=1)[CH2:18][CH3:19])[C:2]1[CH:3]=[CH:4][CH:5]=[CH:6][CH:7]=1 |f:1.2|. Reported procedure: Ethyl 4-[N-(2-(2-benzyloxyphenyl)ethyl)-N-ethylamino]benzoate was dissolved in a solution of methanol (20 ml) and tetrahydrofuran (20 ml). To this solution was added aqueous 2N sodium hydroxide (10.5 ml) and the mixture heated at reflux for 24 hours; cooled and the volume reduced by evaporation to half the original volume. Water (20 ml) was added and the mixture acidified with acetic acid. The resulting solid was filtered and dried under vacuum at 60° C. to give the title product (950mg) m.p. 17... Starting materials: COC(=O)C(Cc1cnc(Nc2ccccc2)nc1Nc1ccccc1)c1c(Cl)cccc1Cl, CC(=O)O, CCOC(C)=O, O=S(=O)(O)O. Yields the product O=C1C(c2c(Cl)cccc2Cl)Cc2cnc(Nc3ccccc3)nc2N1c1ccccc1. Reaction SMILES: [CH3:1][O:2][C:3]([CH:4]([CH2:5][c:6]1[c:7]([NH:19][c:20]2[cH:21][cH:22][cH:23][cH:24][cH:25]2)[n:8][c:9]([NH:12][c:13]2[cH:14][cH:15][cH:16][cH:17][cH:18]2)[n:10][cH:11]1)[c:26]1[c:27]([Cl:33])[cH:28][cH:29][cH:30][c:31]1[Cl:32])=[O:34].[CH3:40][C:41](=[O:42])[OH:43].[CH3:44][CH2:45][O:46][C:47](=[O:48])[CH3:49].[S:35](=[O:36])(=[O:37])([OH:38])[OH:39]>>[C:3]1(=[O:34])[CH:4]([c:26]2[c:27]([Cl:33])[cH:28][cH:29][cH:30][c:31]2[Cl:32])[CH2:5][c:6]2[c:7]([n:8][c:9]([NH:12][c:13]3[cH:14][cH:15][cH:16][cH:17][cH:18]3)[n:10][cH:11]2)[N:19]1[c:20]1[cH:21][cH:22][cH:23][cH:24][cH:25]1. Reaction conditions: temperature 60 celsius, time 8 hour. Reported procedure: A 10"×0.5"×0.75" piece of ponderosa pine was equilibrated, weighed, and heated for two hours at 60° C. The wood was treated with a treating solution of 2% didecyldimethylammonium acetate in water by heating in the solution at 60° C. to 80° C. for one hour, cooling and standing overnight, and then being subjected to a second warm to cool cycle. The samples were allowed to dry to constant weight, and the uptake was determined by comparing starting and finishing weights. The product is C(C)(=O)[O-].C(CCCCCCCCC)[N+](C)(C)CCCCCCCCCC.O (Didecyldimethylammonium acetate water). Reaction SMILES: [C:1]([O-:4])(=[O:3])[CH3:2].[CH2:5]([N+:15]([CH2:18][CH2:19][CH2:20][CH2:21][CH2:22][CH2:23][CH2:24][CH2:25][CH2:26][CH3:27])([CH3:17])[CH3:16])[CH2:6][CH2:7][CH2:8][CH2:9][CH2:10][CH2:11][CH2:12][CH2:13][CH3:14]>O>[C:1]([O-:4])(=[O:3])[CH3:2].[CH2:18]([N+:15]([CH2:5][CH2:6][CH2:7][CH2:8][CH2:9][CH2:10][CH2:11][CH2:12][CH2:13][CH3:14])([CH3:17])[CH3:16])[CH2:19][CH2:20][CH2:21][CH2:22][CH2:23][CH2:24][CH2:25][CH2:26][CH3:27].[OH2:3] |f:0.1,3.4.5|. Solvent: O (water). Starting materials: C(C)(=O)[O-].C(CCCCCCCCC)[N+](C)(C)CCCCCCCCCC (didecyldimethylammonium acetate). The reactants are O=C(O)Cc1cc(F)cc(F)c1, NCc1ccc2c(c1)OCO2. Reagents/catalysts: CN1CC[N+](=C1Cl)C.F[P-](F)(F)(F)(F)F (CIP), CCN(C(C)C)C(C)C (DIPEA), C1=CC2=C(N=C1)N(N=N2)O (HOAt). Run in CN(C)C=O (DMF), CN(C)C=O (DMF), CN(C)C=O (DMF), CN(C)C=O (DMF), CN(C)C=O (DMF), CN(C)C=O (DMF). Reaction conditions: temperature 25 celsius, time 2 hour. Yields the product O=C(Cc1cc(F)cc(F)c1)NCc1ccc2c(c1)OCO2. Isolated yield 2.0%. Reaction SMILES: NCc1ccc2c(c1)OCO2.O=C(O)Cc1cc(F)cc(F)c1.CN1CC[N+](=C1Cl)C.F[P-](F)(F)(F)(F)F.C1=CC2=C(N=C1)N(N=N2)O.CCN(C(C)C)C(C)C.CN(C)C=O>>O=C(Cc1cc(F)cc(F)c1)NCc1ccc2c(c1)OCO2. Reactants: OCC=1C=C(C=CC1)NO (N-(3-Hydroxymethylphenyl)hydroxylamine), [N+](=O)([O-])C1=CC=C(C=O)C=C1 (4-nitrobenzaldehyde). The product is OCC=1C=C(C=CC1)[N+](=CC1=CC=C(C=C1)[N+](=O)[O-])[O-] (N-(3-Hydroxymethylphenyl)-α-(4-nitrophenyl)nitrone). The yield is 81.0%. Reaction SMILES: [OH:1][CH2:2][C:3]1[CH:4]=[C:5]([NH:9][OH:10])[CH:6]=[CH:7][CH:8]=1.[N+:11]([C:14]1[CH:21]=[CH:20][C:17]([CH:18]=O)=[CH:16][CH:15]=1)([O-:13])=[O:12]>>[OH:1][CH2:2][C:3]1[CH:4]=[C:5]([N+:9]([O-:10])=[CH:18][C:17]2[CH:20]=[CH:21][C:14]([N+:11]([O-:13])=[O:12])=[CH:15][CH:16]=2)[CH:6]=[CH:7][CH:8]=1. Reported procedure: The reaction of hydroxylamine 91 (1.36 g, 10 mmol) with 4-nitrobenzaldehyde (58) (1.51 g, 10 mmol) afforded, after workup, a red solid. The crude product was recrystallized from acetone/petroleum ether to obtain 2.21 g (8.1 mmol, 81%) of 93 as a red crystalline solid: mp 207°-209° C.; IR (Nujol) 3260, 1590, 1555, 1510, 1320, 1150, 1020, 860 cm-1 ; 1H NMR (Me2SO-d6) δ 4.60 (d, J=5.6 Hz, 2H), 5.43 (t, J=5.7 Hz, 1H), 7.49-8.71 (m, 9H); 13C NMR (Me2SO-d6) δ 62.85, 119.99, 120.38, 124.29, 128.83, 129...